Dataset: the Open Reaction Database (ORD), a public repository of structured organic reaction records. Task: describe an organic reaction: reactants, conditions, products, and yield Starting materials: C([O-])([O-])=O.[K+].[K+] (potassium carbonate), C(C)N1C=C(C(C2=C1N=C(N=C2)N2CCNCC2)=O)C(=O)O (5,8-dihydro-8-ethyl-2-(1-piperazinyl)-5-oxopyrido[2,3-d]pyrimidine-6-carboxylic acid), C(C)O (Ethanol). Solvent: O (water). The product is C(C)N1C=C(C(C2=C1N=C(N=C2)N2CCNCC2)=O)C(=O)[O-].[K+] (Potassium 5,8-dihydro-8-ethyl-2-(1-piperazinyl)-5-oxopyrido[2,3-d]pyrimidine-6-carboxylate). Isolated yield 61.6%. As a reaction SMILES: C(=O)([O-])[O-].[K+:5].[K+].[CH2:7]([N:9]1[C:14]2[N:15]=[C:16]([N:19]3[CH2:24][CH2:23][NH:22][CH2:21][CH2:20]3)[N:17]=[CH:18][C:13]=2[C:12](=[O:25])[C:11]([C:26]([OH:28])=[O:27])=[CH:10]1)[CH3:8].C(O)C>O>[CH2:7]([N:9]1[C:14]2[N:15]=[C:16]([N:19]3[CH2:20][CH2:21][NH:22][CH2:23][CH2:24]3)[N:17]=[CH:18][C:13]=2[C:12](=[O:25])[C:11]([C:26]([O-:28])=[O:27])=[CH:10]1)[CH3:8].[K+:5] |f:0.1.2,6.7|. Procedure: To a solution of potassium carbonate (2.76 g) in 60 ml of water was added 6.06 g of 5,8-dihydro-8-ethyl-2-(1-piperazinyl)-5-oxopyrido[2,3-d]pyrimidine-6-carboxylic acid. The resulting mixture was heated on a steam bath until it became a clear solution. Ethanol was added to the solution, and the mixture was then kept below room temperature by external cooling to yield the precipitate, which was collected and washed with ethanol. There is obtained 4.2 g of the product m.p. above 300°C.